Task: describe an organic reaction: reactants, conditions, products, and yield. Dataset: the Open Reaction Database (ORD), a public repository of structured organic reaction records The reactants are [N+](=O)([O-])C1=C(NC(CC)CC)C(=CC(=C1C)C)[N+](=O)[O-] (2,6-dinitro-N-(1-ethylpropyl)-3,4-dimethylaniline), Cl (hydrochloric acid), [N+](=O)([O-])C1=C(N(C(CC)CC)N=O)C(=CC(=C1C)C)[N+](=O)[O-] (2,6-dinitro-N-nitroso-N-(1-ethylpropyl)-3,4-dimethylaniline), S(N)(O)(=O)=O (sulfamic acid). The solvent is O (water), C(CCl)Cl (ethylene dichloride). Conditions: temperature 80 celsius. Product: C(C)C(CC)NC1=CC(=C(C=C1)C)C (N-(1-Ethylpropyl)-3,4-dimethylaniline). As a reaction SMILES: [N+]([C:4]1[C:15]([CH3:16])=[C:14]([CH3:17])[CH:13]=[C:12]([N+]([O-])=O)[C:5]=1[NH:6][CH:7]([CH2:10][CH3:11])[CH2:8][CH3:9])([O-])=O.[N+](C1C(C)=C(C)C=C([N+]([O-])=O)C=1N(N=O)C(CC)CC)([O-])=O.S(=O)(=O)(O)N.Cl>O.C(Cl)CCl>[CH2:8]([CH:7]([NH:6][C:5]1[CH:12]=[CH:13][C:14]([CH3:17])=[C:15]([CH3:16])[CH:4]=1)[CH2:10][CH3:11])[CH3:9]. Procedure: To a crude nitration solution comprising 1550 g. of 2,6-dinitro-N-(1-ethylpropyl)-3,4-dimethylaniline and 340 g. of 2,6-dinitro-N-nitroso-N-(1-ethylpropyl)-3,4-dimethylaniline in 3700 mls. of ethylene dichloride was added 212 g. of sulfamic acid and 2850 mls. of 37.7% hydrochloric acid. The mixture was refluxed at 80° C. for six hours, 2-liters of water was added thereto and the aqueous phase was separated. The aqueous phase was extracted with 500 ml. of ethylene dichloride and the organic phase...